Dataset: the Open Reaction Database (ORD), a public repository of structured organic reaction records. Task: describe an organic reaction: reactants, conditions, products, and yield Reactants: Oc1cc(O)cc(CBr)c1, O=C(O)c1ccccc1, O=C(O)c1ccccc1, [Na], Sc1nc2cnccc2[nH]1. The product is O=C(O)c1ccccc1, O=C(O)c1ccccc1, Oc1cc(O)cc(CSc2nc3ccncc3[nH]2)c1. As a reaction SMILES: [Br:30][CH2:31][c:32]1[cH:33][c:34]([OH:39])[cH:35][c:36]([OH:38])[cH:37]1.[C:12]([c:13]1[cH:14][cH:15][cH:16][cH:17][cH:18]1)(=[O:19])[OH:20].[C:21]([c:22]1[cH:23][cH:24][cH:25][cH:26][cH:27]1)(=[O:28])[OH:29].[Na:11].[SH:1][c:2]1[nH:3][c:4]2[c:5]([cH:6][n:7][cH:8][cH:9]2)[n:10]1>>[C:12]([c:13]1[cH:14][cH:15][cH:16][cH:17][cH:18]1)(=[O:19])[OH:20].[C:21]([c:22]1[cH:23][cH:24][cH:25][cH:26][cH:27]1)(=[O:28])[OH:29].[S:1]([c:2]1[n:3][c:4]2[c:5]([cH:6][n:7][cH:8][cH:9]2)[nH:10]1)[CH2:31][c:32]1[cH:33][c:34]([OH:39])[cH:35][c:36]([OH:38])[cH:37]1. Starting materials: ClC1=CC=C(C=C1)[C@@H](C(=O)OC)N1CC=2C(CC1)SC(C2)=O ((2S)-methyl 2-(4-chlorophenyl)-2-(2-oxo-7,7a-dihydrothieno[3.2-c]pyridin-5 (2H,4H,6H)-yl)-acetate), C(C)(=O)OC(C)=O (acetic anhydride), ClC1=CC=C(C=C1)CC(=O)[O-] (4-chlorophenyl-acetate). The product is C(C)(=O)OC1=CC=2CN(CCC2S1)[C@H](C(=O)OC)C1=CC=C(C=C1)Cl ((S)-Methyl 2-(2-acetoxy-6,7-dihydrothieno[3,2-c]pyridin-5(4H)-yl)-2-(4-chlorophenyl)-acetate). Isolated yield 97.0%. As a reaction SMILES: [Cl:1][C:2]1[CH:7]=[CH:6][C:5]([C@H:8]([N:13]2[CH2:18][CH2:17][CH:16]3[S:19][C:20](=[O:22])[CH:21]=[C:15]3[CH2:14]2)[C:9]([O:11][CH3:12])=[O:10])=[CH:4][CH:3]=1.[C:23](OC(=O)C)(=[O:25])[CH3:24].ClC1C=CC(CC([O-])=O)=CC=1>>[C:23]([O:22][C:20]1[S:19][C:16]2[CH2:17][CH2:18][N:13]([C@@H:8]([C:5]3[CH:4]=[CH:3][C:2]([Cl:1])=[CH:7][CH:6]=3)[C:9]([O:11][CH3:12])=[O:10])[CH2:14][C:15]=2[CH:21]=1)(=[O:25])[CH3:24]. Procedure details: Following the method described in Example 4, (2S)-methyl 2-(4-chlorophenyl)-2-(2-oxo-7,7a-dihydrothieno[3.2-c]pyridin-5 (2H,4H,6H)-yl)-acetate (IV-3) (100 mg) was reacted with acetic anhydride (63 μl), to prepare (S)-methyl 2-(2-acetoxy-6,7-dihydrothieno[3,2-c]pyridin-5(4H)-yl)-2-(4-chlorophenyl-acetate (I-20) (110 mg). Yield 97%. 1H-NMR (300 MHz, CDCl3) δ 2.27 (s, 3H), 2.65-2.78 (m, 4H), 3.53 (s, 2H), 3.73 (s, 3H), 4.30 (s, 1H), 6.25 (s, 1H), 7.33-7.46 (m, 4H); 13C-NMR (75 MHz, CDCl3) δ 20.7, 2...